Dataset: the Open Reaction Database (ORD), a public repository of structured organic reaction records. Task: describe an organic reaction: reactants, conditions, products, and yield The reactants are OC(Cn1ccnc1)c1ccc(F)cc1F, O=C1CCCc2c1ccc(O)c2CS(=O)(=O)c1ccccn1. The product is O=C1CCCc2c1ccc(OC(Cn1ccnc1)c1ccc(F)cc1F)c2CS(=O)(=O)c1ccccn1. RXN SMILES: [F:23][c:24]1[c:25]([CH:31]([CH2:32][n:33]2[cH:34][n:35][cH:36][cH:37]2)[OH:38])[cH:26][cH:27][c:28]([F:30])[cH:29]1.[OH:1][c:2]1[c:3]([CH2:13][S:14](=[O:15])(=[O:16])[c:17]2[n:18][cH:19][cH:20][cH:21][cH:22]2)[c:4]2[c:9]([cH:10][cH:11]1)[C:8](=[O:12])[CH2:7][CH2:6][CH2:5]2>>[O:1]([c:2]1[c:3]([CH2:13][S:14](=[O:15])(=[O:16])[c:17]2[n:18][cH:19][cH:20][cH:21][cH:22]2)[c:4]2[c:9]([cH:10][cH:11]1)[C:8](=[O:12])[CH2:7][CH2:6][CH2:5]2)[CH:31]([c:25]1[c:24]([F:23])[cH:29][c:28]([F:30])[cH:27][cH:26]1)[CH2:32][n:33]1[cH:34][n:35][cH:36][cH:37]1. Starting materials: CC(C)(C)OC(=O)N1CCNC(C(=O)O)C1, O=C(Cl)OCc1ccccc1, [Na+], [OH-]. Yields the product CC(C)(C)OC(=O)N1CCN(C(=O)OCc2ccccc2)C(C(=O)O)C1. Reaction SMILES: [C:1]([CH3:2])([CH3:3])([CH3:4])[O:5][C:6](=[O:7])[N:8]1[CH2:9][CH:10]([C:14](=[O:15])[OH:16])[NH:11][CH2:12][CH2:13]1.[Cl:17][C:18](=[O:19])[O:20][CH2:21][c:22]1[cH:23][cH:24][cH:25][cH:26][cH:27]1.[Na+:29].[OH-:28]>>[C:1]([CH3:2])([CH3:3])([CH3:4])[O:5][C:6](=[O:7])[N:8]1[CH2:9][CH:10]([C:14](=[O:15])[OH:16])[N:11]([C:18](=[O:19])[O:20][CH2:21][c:22]2[cH:23][cH:24][cH:25][cH:26][cH:27]2)[CH2:12][CH2:13]1. The solvent is C1CCOC1.CO (THF MeOH). Yields the product C(C1=CC=CC=C1)OC1=C(C(=O)N[C@H](C(=O)O)CC2=CC=C(C=C2)C2=CC=CC=C2)C=C(C=C1)Br (2-(S)-(2-benzyloxy-5-bromo-benzoylamino)-3-biphenyl-4-yl-propionic acid). Yield: 69.7%. Starting materials: [Li+].[OH-] (LiOH), COC([C@H](CC1=CC=C(C=C1)C1=CC=CC=C1)NC(C1=C(C=CC(=C1)Br)OCC1=CC=CC=C1)=O)=O (2-(S)-(2-Benzyloxy-5-bromo-benzoylamino)-3-biphenyl-4-yl-propionic acid methyl ester), [Li+].[OH-] (LiOH). Reaction conditions: temperature 0 celsius, time 30 minute. Reported procedure: 2-(S)-(2-Benzyloxy-5-bromo-benzoylamino)-3-biphenyl-4-yl-propionic acid methyl ester (50 mg, 0.092 mmol) was dissolved in 5 mL of THF-MeOH (4-1), cooled to 0° C. and 1.1 equiv of 2 N LiOH added. After 30 minutes, 3.3 additional equiv of 2N LiOH was added and the reaction stirred for 60 minutes. The reaction was worked up according to general procedure C to give 2-(S)-(2-benzyloxy-5-bromo-benzoylamino)-3-biphenyl-4-yl-propionic acid (34 mg) Reaction SMILES: C[O:2][C:3](=[O:36])[C@@H:4]([NH:18][C:19](=[O:35])[C:20]1[CH:25]=[C:24]([Br:26])[CH:23]=[CH:22][C:21]=1[O:27][CH2:28][C:29]1[CH:34]=[CH:33][CH:32]=[CH:31][CH:30]=1)[CH2:5][C:6]1[CH:11]=[CH:10][C:9]([C:12]2[CH:17]=[CH:16][CH:15]=[CH:14][CH:13]=2)=[CH:8][CH:7]=1.[Li+].[OH-]>C1COCC1.CO>[CH2:28]([O:27][C:21]1[CH:22]=[CH:23][C:24]([Br:26])=[CH:25][C:20]=1[C:19]([NH:18][C@@H:4]([CH2:5][C:6]1[CH:11]=[CH:10][C:9]([C:12]2[CH:13]=[CH:14][CH:15]=[CH:16][CH:17]=2)=[CH:8][CH:7]=1)[C:3]([OH:36])=[O:2])=[O:35])[C:29]1[CH:30]=[CH:31][CH:32]=[CH:33][CH:34]=1 |f:1.2,3.4|. Reactants: Cc1cc(Cl)ccc1Br, O=C1CCC(=O)N1Br, ClC(Cl)(Cl)Cl, CCCCCC, CC(C)(C#N)N=NC(C)(C)C#N. Yields the product Clc1ccc(Br)c(CBr)c1. Reaction SMILES: [Br:1][c:2]1[c:3]([CH3:9])[cH:4][c:5]([Cl:8])[cH:6][cH:7]1.[Br:22][N:23]1[C:24](=[O:25])[CH2:26][CH2:27][C:28]1=[O:29].[C:30]([Cl:31])([Cl:32])([Cl:33])[Cl:34].[CH3:35][CH2:36][CH2:37][CH2:38][CH2:39][CH3:40].[N:10]#[C:11][C:12]([N:13]=[N:14][C:15]([C:16]#[N:17])([CH3:18])[CH3:19])([CH3:20])[CH3:21]>>[Br:1][c:2]1[c:3]([CH2:9][Br:22])[cH:4][c:5]([Cl:8])[cH:6][cH:7]1. Reactants: NC1CCCCN(Cc2cccc(O)c2)C1=O, O=C(Cl)N1CCC(N2Cc3ccccc3NC2=O)CC1. The product is O=C(NC1CCCCN(Cc2cccc(O)c2)C1=O)N1CCC(N2Cc3ccccc3NC2=O)CC1. Reaction SMILES: [NH2:1][CH:2]1[C:3](=[O:17])[N:4]([CH2:9][c:10]2[cH:11][c:12]([OH:16])[cH:13][cH:14][cH:15]2)[CH2:5][CH2:6][CH2:7][CH2:8]1.[O:18]=[C:19]1[NH:20][c:21]2[cH:22][cH:23][cH:24][cH:25][c:26]2[CH2:27][N:28]1[CH:29]1[CH2:30][CH2:31][N:32]([C:35](=[O:36])[Cl:37])[CH2:33][CH2:34]1>>[NH:1]([CH:2]1[C:3](=[O:17])[N:4]([CH2:9][c:10]2[cH:11][c:12]([OH:16])[cH:13][cH:14][cH:15]2)[CH2:5][CH2:6][CH2:7][CH2:8]1)[C:35]([N:32]1[CH2:31][CH2:30][CH:29]([N:28]2[C:19](=[O:18])[NH:20][c:21]3[cH:22][cH:23][cH:24][cH:25][c:26]3[CH2:27]2)[CH2:34][CH2:33]1)=[O:36]. Reaction SMILES: [Si:1]([O:8][C@H:9]1[CH2:14][CH2:13][CH2:12][CH2:11][C@@H:10]1[N:15]1[CH:27]([CH2:28][CH:29]([OH:32])CO)[C:26]2[C:17](=[CH:18][C:19]([CH2:33][C:34]3[CH:35]=[N:36][C:37]([Cl:40])=[CH:38][CH:39]=3)=[C:20]3[C:25]=2[N:24]=[CH:23][CH:22]=[CH:21]3)[C:16]1=[O:41])([C:4]([CH3:7])([CH3:6])[CH3:5])([CH3:3])[CH3:2].I([O-])(=O)(=O)=O.[Na+]>C(#N)C.O.ClCCl>[Si:1]([O:8][C@H:9]1[CH2:14][CH2:13][CH2:12][CH2:11][C@@H:10]1[N:15]1[CH:27]([CH2:28][CH:29]=[O:32])[C:26]2[C:17](=[CH:18][C:19]([CH2:33][C:34]3[CH:35]=[N:36][C:37]([Cl:40])=[CH:38][CH:39]=3)=[C:20]3[C:25]=2[N:24]=[CH:23][CH:22]=[CH:21]3)[C:16]1=[O:41])([C:4]([CH3:7])([CH3:5])[CH3:6])([CH3:2])[CH3:3] |f:1.2|. Procedure details: To a solution of 8-[(1S,2S)-2-{[tert-butyl(dimethyl)silyl]oxy}cyclohexyl]-5-[(6-chloropyridin-3-yl)methyl]-9-(2,3-dihydroxypropyl)-8,9-dihydro-7H-pyrrolo[3,4-h]quinolin-7-one (Example 21, 0.050 g, 0.084 mmol) in a mixture of 0.8 mL of acetonitrile and 0.6 mL of water at 0° C. was added sodium periodate (0.018 g, 0.084 mmol). After 1.5 hr, the mixture was diluted with dichloromethane, filtered through Celite, and poured into saturated aqueous sodium bicarbonate. The mixture was extracted 3× with ... The reactants are [Si](C)(C)(C(C)(C)C)O[C@@H]1[C@H](CCCC1)N1C(C2=CC(=C3C=CC=NC3=C2C1CC(CO)O)CC=1C=NC(=CC1)Cl)=O (8-[(1S,2S)-2-{[tert-butyl(dimethyl)silyl]oxy}cyclohexyl]-5-[(6-chloropyridin-3-yl)methyl]-9-(2,3-dihydroxypropyl)-8,9-dihydro-7H-pyrrolo[3,4-h]quinolin-7-one), I(=O)(=O)(=O)[O-].[Na+] (sodium periodate). Reaction conditions: time 1.5 hour. Run in ClCCl (dichloromethane), C(C)#N (acetonitrile), O (water). Product: [Si](C)(C)(C(C)(C)C)O[C@@H]1[C@H](CCCC1)N1C(C2=CC(=C3C=CC=NC3=C2C1CC=O)CC=1C=NC(=CC1)Cl)=O ({8-[(1S,2S)-2-{[tert-butyl(dimethyl)silyl]oxy)cyclohexyl]-5-[(6-chloropyridin-3-yl)methyl]-7-oxo-8,9-dihydro-7H-pyrrolo[3,4-h]quinolin-9-yl}acetaldehyde).